Dataset: the Open Reaction Database (ORD), a public repository of structured organic reaction records. Task: describe an organic reaction: reactants, conditions, products, and yield Starting materials: C(C1=CC=CC=C1)[C@H]1N(CC[C@@H](C1)N(C(C(F)(F)F)=O)CC1=CC=NC2=CC=CC=C12)C([C@H](N)CC1=CC=CC=C1)=O ((2R*,4S*)-2-benzyl-1-((R)-phenylalanyl)-N-(4-quinolylmethyl)-N-trifluoroacetyl-4-piperidinamine), [BH4-].[Na+] (sodium borohydride). Yields the product C(C1=CC=CC=C1)[C@H]1N(CC[C@@H](C1)NCC1=CC=NC2=CC=CC=C12)C([C@H](N)CC1=CC=CC=C1)=O ((2R*,4S*)-2-benzyl-1-((R)-phenylalanyl)-N-(4-quinolylmethyl)-4-piperidinamine). RXN SMILES: [CH2:1]([C@@H:8]1[CH2:13][C@@H:12]([N:14]([CH2:21][C:22]2[C:31]3[C:26](=[CH:27][CH:28]=[CH:29][CH:30]=3)[N:25]=[CH:24][CH:23]=2)C(=O)C(F)(F)F)[CH2:11][CH2:10][N:9]1[C:32](=[O:42])[C@@H:33]([CH2:35][C:36]1[CH:41]=[CH:40][CH:39]=[CH:38][CH:37]=1)[NH2:34])[C:2]1[CH:7]=[CH:6][CH:5]=[CH:4][CH:3]=1.[BH4-].[Na+]>>[CH2:1]([C@@H:8]1[CH2:13][C@@H:12]([NH:14][CH2:21][C:22]2[C:31]3[C:26](=[CH:27][CH:28]=[CH:29][CH:30]=3)[N:25]=[CH:24][CH:23]=2)[CH2:11][CH2:10][N:9]1[C:32](=[O:42])[C@@H:33]([CH2:35][C:36]1[CH:37]=[CH:38][CH:39]=[CH:40][CH:41]=1)[NH2:34])[C:2]1[CH:7]=[CH:6][CH:5]=[CH:4][CH:3]=1 |f:1.2|. Reported procedure: 174 mg (0.303 mmol) of diastereomer A of (2R*,4S*)-2-benzyl-1-((R)-phenylalanyl)-N-(4-quinolylmethyl)-N-trifluoroacetyl-4-piperidinamine are reacted with 46 mg (1.211 mmol) of sodium borohydride in analogy to Example 2. The title compound ##STR55## is obtained as white foam. TLC: methylene chloride/methanol/conc. ammonia (700:50:1) Rf =0.28, FD-MS: M+ =478.